This data is from the Open Reaction Database (ORD), a public repository of structured organic reaction records. The task is: describe an organic reaction: reactants, conditions, products, and yield Reactants: C1(=CC=CC=C1)S(=O)(=O)Cl (benzenesulfonyl chloride), ( 2 ), C(C#C)N (propargylamine). Product: C(C#C)NS(=O)(=O)C1=CC=CC=C1 (N-propargylbenzenesulfonamide), ( 4 ). RXN SMILES: [C:1]1([S:7](Cl)(=[O:9])=[O:8])[CH:6]=[CH:5][CH:4]=[CH:3][CH:2]=1.[CH2:11]([NH2:14])[C:12]#[CH:13]>>[CH2:11]([NH:14][S:7]([C:1]1[CH:6]=[CH:5][CH:4]=[CH:3][CH:2]=1)(=[O:9])=[O:8])[C:12]#[CH:13]. Reported procedure: A benzenesulfonyl chloride derivative of the general formula (2) is reacted with propargylamine to obtain an N-propargylbenzenesulfonamide derivative of the general formula (4). A compound of the general formula (4) is reacted with 2-trifluoromethylbenzoyl halide to synthesize a compound of the general formula (1). The reactants are C=COC(C)=O, Cc1ccccc1, COc1cc(CCCC(O)C(=O)OC(C)C)ccc1OCc1nc(-c2ccco2)oc1C. The product is COc1cc(CCCC(OC(C)=O)C(=O)OC(C)C)ccc1OCc1nc(-c2ccco2)oc1C. As a reaction SMILES: [CH3:33][C:34](=[O:35])[O:36][CH:37]=[CH2:38].[CH3:39][c:40]1[cH:41][cH:42][cH:43][cH:44][cH:45]1.[o:1]1[c:2](-[c:6]2[o:7][c:8]([CH3:32])[c:9]([CH2:11][O:12][c:13]3[c:14]([O:30][CH3:31])[cH:15][c:16]([CH2:19][CH2:20][CH2:21][CH:22]([C:23](=[O:24])[O:25][CH:26]([CH3:27])[CH3:28])[OH:29])[cH:17][cH:18]3)[n:10]2)[cH:3][cH:4][cH:5]1>>[o:1]1[c:2](-[c:6]2[o:7][c:8]([CH3:32])[c:9]([CH2:11][O:12][c:13]3[c:14]([O:30][CH3:31])[cH:15][c:16]([CH2:19][CH2:20][CH2:21][CH:22]([C:23](=[O:24])[O:25][CH:26]([CH3:27])[CH3:28])[O:29][C:34]([CH3:33])=[O:35])[cH:17][cH:18]3)[n:10]2)[cH:3][cH:4][cH:5]1. Starting materials: P(=O)(OCC)(OCC)O (diethyl hydrogen phosphate), C1CO1 (ethylene oxide), C1CO1 (ethylene oxide). Run at time 3 hour. The product is P(=O)(OCC)(OCC)OCCO (Diethyl Hydroxyethyl Phosphate). RXN SMILES: [P:1]([OH:9])([O:6][CH2:7][CH3:8])([O:3][CH2:4][CH3:5])=[O:2].[CH2:10]1[O:12][CH2:11]1>>[P:1]([O:9][CH2:10][CH2:11][OH:12])([O:6][CH2:7][CH3:8])([O:3][CH2:4][CH3:5])=[O:2]. Reported procedure: A 2 liter, 3-necked flask was equipped with a Dewar condenser, gas inlet and stirring bar. 875 grams (5.7 mole) of diethyl hydrogen phosphate was placed into the flask and about 400 grams of ethylene oxide were added over a 4 hour period. When the exotherm slowed, (pot temperature 50° C.) acid number=70. After the exotherm ceased and temperature dropped to 40° C., acid number=about 50. After refluxing of the ethylene oxide at 50° C. for 1 hour, acid number=about 18, after 3 hours at 50° C. acid ... Yield: 15.0%. Reaction SMILES: [Li]N([Si](C)(C)C)[Si](C)(C)C.[CH2:11](Br)[CH:12]=[CH2:13].[I-].[CH3:16][N:17]([CH:19]=[O:20])[CH3:18]>CCOCC>[C:19]([N:17]1[CH2:18][CH2:13][CH:12]([CH2:11][CH2:12][CH:13]=[C:16]([N:17]2[CH2:18][CH2:19][NH:17][C:19]2=[O:20])[CH3:18])[CH2:11][CH2:16]1)([O:20][C:12]([CH3:13])([CH3:16])[CH3:11])=[O:20]. Run at time 20 hour. Procedure details: To a stirred solution of 13 (1.5 g, 17 mmol) in DMF (75 mL) at ambient temperature was added LiN(TMS)2 (1M in hexanes, 17 mL) to effect a precipitate. Allyl bromide (1.6 mL, 19 mmol) was then added to the reaction mixture. After 15 min the homogeneous mixture was treated again with LiN(TMS)2 (14 mL) followed by the iodide 10 (5.9 g, 17 mmol) after 5 min. The reaction was stirred for 20 hr then diluted with ether. The ether portion was washed with water (2×), 5% KHSO4 and brine, dried (Mg SO4), a... Starting materials: C(C=C)Br (Allyl bromide), [Li]N([Si](C)(C)C)[Si](C)(C)C (LiN(TMS)2), 13, [Li]N([Si](C)(C)C)[Si](C)(C)C (LiN(TMS)2), CN(C)C=O (DMF), [I-] (iodide). Yields the product ethyl acetate hexanes, C(=O)(OC(C)(C)C)N1CCC(CC1)CCC=C(C)N1C(NCC1)=O (1-[2-(N-Boc-piperidin-4-yl)ethyl]-3-propen-2-yl-(2-imidazolidinone)). Solvent: CCOCC (ether). Reactants: COC1=CC=C(CNCCNC(=O)C=2SC=CC2NC2=C3C(=NC=C2)NC=C3)C=C1 (3-(1H-Pyrrolo[2,3-b]pyridin-4-ylamino)-thiophene-2-carboxylic acid [2-(4-methoxy-benzylamino)-ethyl]amide), COC1=C(C=O)C=CC=C1 (2-methoxybenzaldehyde). Product: COC1=C(CNCCNC(=O)C=2SC=CC2NC2=C3C(=NC=C2)NC=C3)C=CC=C1 (3-(1H-Pyrrolo[2,3-b]pyridin-4-ylamino)-thiophene-2-carboxylic acid [2-(2-methoxy-benzylamino)-ethyl]-amide). RXN SMILES: CO[C:3]1[CH:30]=[CH:29][C:6]([CH2:7][NH:8][CH2:9][CH2:10][NH:11][C:12]([C:14]2[S:15][CH:16]=[CH:17][C:18]=2[NH:19][C:20]2[CH:25]=[CH:24][N:23]=[C:22]3[NH:26][CH:27]=[CH:28][C:21]=23)=[O:13])=[CH:5][CH:4]=1.[CH3:31][O:32]C1C=CC=CC=1C=O>>[CH3:31][O:32][C:29]1[CH:30]=[CH:3][CH:4]=[CH:5][C:6]=1[CH2:7][NH:8][CH2:9][CH2:10][NH:11][C:12]([C:14]1[S:15][CH:16]=[CH:17][C:18]=1[NH:19][C:20]1[CH:25]=[CH:24][N:23]=[C:22]2[NH:26][CH:27]=[CH:28][C:21]=12)=[O:13]. Procedure: This compound was prepared in an analogous manner as 3-(1H-Pyrrolo[2,3-b]pyridin-4-ylamino)-thiophene-2-carboxylic acid [2-(4-methoxy-benzylamino)-ethyl]amide using 2-methoxybenzaldehyde instead of 4-methoxy benzaldehyde. LCMS (ESI) 422 (M+H) 1H NMR (400 MHz, DMSO-d6) δ ppm 11.50 (1H, br. s.) 10.27 (1H, s) 8.04 (1H, t, J=5.56 Hz) 7.99 (1H, d, J=5.47 Hz) 7.75 (1H, d, J=5.47 Hz) 7.45 (1H, d, J=5.27 Hz) 7.23-7.32 (2H, m) 7.13-7.21 (1H, m) 6.91 (1H, d, J=8.00 Hz) 6.81-6.87 (1H, m) 6.79 (1H, d, J=5.4... Reactants: C(CC)OC1=CC=C(C=C1)C1=CC=C(C(=O)O)C=C1 (4-(4-n-propyloxyphenyl)benzoic acid). Solvent: S(=O)(Cl)Cl (Thionyl chloride). The product is C(CC)OC1=CC=C(C=C1)C1=CC=C(C=C1)C(=O)OC(C)(C)C (4′-(n-propyloxy)-4-(tert-butoxycarbonyl)biphenyl). Reaction SMILES: [CH2:1]([O:4][C:5]1[CH:10]=[CH:9][C:8]([C:11]2[CH:19]=[CH:18][C:14]([C:15]([OH:17])=[O:16])=[CH:13][CH:12]=2)=[CH:7][CH:6]=1)[CH2:2][CH3:3]>S(Cl)(Cl)=O>[CH2:1]([O:4][C:5]1[CH:6]=[CH:7][C:8]([C:11]2[CH:19]=[CH:18][C:14]([C:15]([O:17][C:8]([CH3:11])([CH3:9])[CH3:7])=[O:16])=[CH:13][CH:12]=2)=[CH:9][CH:10]=1)[CH2:2][CH3:3]. Procedure details: Thionyl chloride (10 ml) was added to 5.0 g (19.5 mmol) of 4-(4-n-propyloxyphenyl)benzoic acid synthesized in the step (ii), and the mixture was refluxed overnight. After an excess amount of thionyl chloride was removed from the resultant mixture, 4′-(n-propyloxy)-4-(tert-butoxycarbonyl)biphenyl was obtained in the same manner as in the Example 104.